This data is from the Open Reaction Database (ORD), a public repository of structured organic reaction records. The task is: describe an organic reaction: reactants, conditions, products, and yield Starting materials: COC(C=C(C1=CC=C(C2=CC=CC=C12)OCCN1CCOCC1)C(NC1=C(C(=CC(=C1)C(C)(C)C)NS(=O)(=O)C)OC)=O)=O (3-(5-tert-butyl-3-methanesulfonylamino-2-methoxy-phenylcarbamoyl)-3-[4-(2-morpholin-4-yl-ethoxy)-naphthalen-1-yl]-acrylic acid methyl ester), CCN(C(C)C)C(C)C (DIEA). Solvent: C1CCOC1 (THF). Reaction conditions: temperature 80 celsius, time 16 hour. Product: C(C)(C)(C)C=1C=C(C(=C(C1)NS(=O)(=O)C)OC)N1C(C(=CC1=O)C1=CC=C(C2=CC=CC=C12)OCCN1CCOCC1)=O (N-(5-tert-butyl-2-methoxy-3-{3-[4-(2-morpholin-4-yl-ethoxy)-naphthalen-1-yl]-2,5-dioxo-2,5-dihydro-pyrrol-1-yl}-phenyl)-methanesulfonamide). Yield: 42.0%. As a reaction SMILES: C[O:2][C:3](=O)[CH:4]=[C:5]([C:25](=[O:44])[NH:26][C:27]1[CH:32]=[C:31]([C:33]([CH3:36])([CH3:35])[CH3:34])[CH:30]=[C:29]([NH:37][S:38]([CH3:41])(=[O:40])=[O:39])[C:28]=1[O:42][CH3:43])[C:6]1[C:15]2[C:10](=[CH:11][CH:12]=[CH:13][CH:14]=2)[C:9]([O:16][CH2:17][CH2:18][N:19]2[CH2:24][CH2:23][O:22][CH2:21][CH2:20]2)=[CH:8][CH:7]=1.CCN(C(C)C)C(C)C>C1COCC1>[C:33]([C:31]1[CH:32]=[C:27]([N:26]2[C:3](=[O:2])[CH:4]=[C:5]([C:6]3[C:15]4[C:10](=[CH:11][CH:12]=[CH:13][CH:14]=4)[C:9]([O:16][CH2:17][CH2:18][N:19]4[CH2:24][CH2:23][O:22][CH2:21][CH2:20]4)=[CH:8][CH:7]=3)[C:25]2=[O:44])[C:28]([O:42][CH3:43])=[C:29]([NH:37][S:38]([CH3:41])(=[O:40])=[O:39])[CH:30]=1)([CH3:34])([CH3:35])[CH3:36]. Reported procedure: In a 40 mL scintillation vial was placed 3-(5-tert-butyl-3-methanesulfonylamino-2-methoxy-phenylcarbamoyl)-3-[4-(2-morpholin-4-yl-ethoxy)-naphthalen-1-yl]-acrylic acid methyl ester 51 (25 mg, 0.04 mmol), DIEA (13.6 mL, 0.08 mmol), and 5 mL THF. The reaction was heated to 80° C., stirring for 16 hours. The resulting reaction mixture was concentrated under vacuum and the crude residue purified by reverse phase preparative LC-MS to afford (10.2 mg, 39%) of the desired compound. Calculated mass=607.... Starting materials: CCOC(=O)CP(=O)(OCC)OCC, Cc1oc(-c2ccccc2)nc1COc1ccc2cc(C=O)oc2c1, CN(C)C=O, [H-], [Na+], O. Product: CCOC(=O)C=Cc1cc2ccc(OCc3nc(-c4ccccc4)oc3C)cc2o1. RXN SMILES: [CH3:28][CH2:29][O:30][C:31](=[O:32])[CH2:33][P:34]([O:35][CH2:36][CH3:37])([O:38][CH2:39][CH3:40])=[O:41].[CH3:3][c:4]1[c:5]([CH2:15][O:16][c:17]2[cH:18][c:19]3[c:20]([cH:21][c:22]([CH:24]=[O:25])[o:23]3)[cH:26][cH:27]2)[n:6][c:7](-[c:9]2[cH:10][cH:11][cH:12][cH:13][cH:14]2)[o:8]1.[CH3:43][N:44]([CH3:45])[CH:46]=[O:47].[H-:1].[Na+:2].[OH2:42]>>[CH3:3][c:4]1[c:5]([CH2:15][O:16][c:17]2[cH:18][c:19]3[c:20]([cH:21][c:22]([CH:24]=[CH:33][C:31]([O:30][CH2:29][CH3:28])=[O:32])[o:23]3)[cH:26][cH:27]2)[n:6][c:7](-[c:9]2[cH:10][cH:11][cH:12][cH:13][cH:14]2)[o:8]1.